From a dataset of the Open Reaction Database (ORD), a public repository of structured organic reaction records. describe an organic reaction: reactants, conditions, products, and yield Reactants: C(C)(C)(C)OC(=O)N1C=CC2=C(C(=CC(=C12)C)OC)C(C)(O)C=1OC2=C(N1)C=C(C=C2)C#N ((±)-tert-butyl-4-(1-(5-cyanobenzo[d]oxazol-2-yl)-1-hydroxyethyl)-5-methoxy-7-methyl-1H-indole-1-carboxylate), C(=O)([O-])[O-].[Cs+].[Cs+] (Cs2CO3). Solvent: CO (MeOH). Conditions: temperature 60 celsius, time 30 minute. The product is OC(C)(C1=C2C=CNC2=C(C=C1OC)C)C=1OC2=C(N1)C=C(C=C2)C#N ((±)-2-(1-hydroxy-1-(5-methoxy-7-methyl-1H-indol-4-yl)ethyl)benzo[d]oxazole-5-carbonitrile). Reaction SMILES: C(OC([N:8]1[C:16]2[C:11](=[C:12]([C:20]([C:23]3[O:24][C:25]4[CH:31]=[CH:30][C:29]([C:32]#[N:33])=[CH:28][C:26]=4[N:27]=3)([OH:22])[CH3:21])[C:13]([O:18][CH3:19])=[CH:14][C:15]=2[CH3:17])[CH:10]=[CH:9]1)=O)(C)(C)C.C([O-])([O-])=O.[Cs+].[Cs+]>CO>[OH:22][C:20]([C:23]1[O:24][C:25]2[CH:31]=[CH:30][C:29]([C:32]#[N:33])=[CH:28][C:26]=2[N:27]=1)([C:12]1[C:13]([O:18][CH3:19])=[CH:14][C:15]([CH3:17])=[C:16]2[C:11]=1[CH:10]=[CH:9][NH:8]2)[CH3:21] |f:1.2.3|. Procedure details: A suspension of (±)-tert-butyl-4-(1-(5-cyanobenzo[d]oxazol-2-yl)-1-hydroxyethyl)-5-methoxy-7-methyl-1H-indole-1-carboxylate (6.5 mg, 0.019 mmol) and Cs2CO3 (146 mg, 0.447 mmol) in MeOH (0.5 mL) was heated at 60° C. and stirred for 30 min. The reaction mixture was cooled to rt, quenched with a saturated aq. solution of ammonium chloride, diluted with AcOEt and water. The layers were separated and the aq. layer was extracted with AcOEt. The combined organic layers were dried over MgSO4, filtered a... The reactants are O=C1CCC(=O)N1Br, O=C(OOC(=O)c1ccccc1)c1ccccc1, ClC(Cl)(Cl)Cl, Cc1ccc2cc3ccccc3cc2c1. The product is BrCc1ccc2cc3ccccc3cc2c1. Reaction SMILES: [Br:16][N:17]1[C:18](=[O:19])[CH2:20][CH2:21][C:22]1=[O:23].[C:24]([O:25][O:26][C:27](=[O:28])[c:29]1[cH:30][cH:31][cH:32][cH:33][cH:34]1)(=[O:35])[c:36]1[cH:37][cH:38][cH:39][cH:40][cH:41]1.[C:42]([Cl:43])([Cl:44])([Cl:45])[Cl:46].[CH3:1][c:2]1[cH:3][c:4]2[cH:5][c:6]3[cH:7][cH:8][cH:9][cH:10][c:11]3[cH:12][c:13]2[cH:14][cH:15]1>>[CH2:1]([c:2]1[cH:3][c:4]2[cH:5][c:6]3[cH:7][cH:8][cH:9][cH:10][c:11]3[cH:12][c:13]2[cH:14][cH:15]1)[Br:16].